Dataset: the Open Reaction Database (ORD), a public repository of structured organic reaction records. Task: describe an organic reaction: reactants, conditions, products, and yield The reactants are COC1=CC=C(CS[C@H]2C[C@H](N(C2)C(=O)OCC2=CC=C(C=C2)[N+](=O)[O-])C(=O)O)C=C1 ((2S,4S)-4-(4-methoxybenzylthio)-1-(4-nitrobenzyloxycarbonyl)-2-pyrrolidinecarboxylic acid), C(C(C)(C)C)(=O)Cl (pivaloyl chloride), FC(C(=O)O)(F)F.CN(C(=O)OCC1=CC=C(C=C1)[N+](=O)[O-])[C@@H]1CNCC1 ((3S)-3-[N-methyl-N-(4-nitrobenzyloxycarbonyl)amino]pyrrolidine trifluoroacetate). Yields the product S[C@H]1C[C@H](N(C1)C(=O)OCC1=CC=C(C=C1)[N+](=O)[O-])C(=O)N1C[C@H](CC1)N(C(=O)OCC1=CC=C(C=C1)[N+](=O)[O-])C ((2S,4S)-4-Mercapto-2{(3S)-3-[N-methyl-N-(4-nitrobenzyloxycarbonyl)amino]pyrrolidin-1-ylcarbonyl}-1-(4-nitrobenzyloxycarbonyl)pyrrolidine). Yield: 76.0%. As a reaction SMILES: COC1C=CC(C[S:8][C@@H:9]2[CH2:13][N:12]([C:14]([O:16][CH2:17][C:18]3[CH:23]=[CH:22][C:21]([N+:24]([O-:26])=[O:25])=[CH:20][CH:19]=3)=[O:15])[C@H:11]([C:27]([OH:29])=O)[CH2:10]2)=CC=1.C(Cl)(=O)C(C)(C)C.FC(F)(F)C(O)=O.[CH3:46][N:47]([C@H:61]1[CH2:65][CH2:64][NH:63][CH2:62]1)[C:48]([O:50][CH2:51][C:52]1[CH:57]=[CH:56][C:55]([N+:58]([O-:60])=[O:59])=[CH:54][CH:53]=1)=[O:49]>>[SH:8][C@@H:9]1[CH2:13][N:12]([C:14]([O:16][CH2:17][C:18]2[CH:19]=[CH:20][C:21]([N+:24]([O-:26])=[O:25])=[CH:22][CH:23]=2)=[O:15])[C@H:11]([C:27]([N:63]2[CH2:64][CH2:65][C@H:61]([N:47]([CH3:46])[C:48]([O:50][CH2:51][C:52]3[CH:57]=[CH:56][C:55]([N+:58]([O-:60])=[O:59])=[CH:54][CH:53]=3)=[O:49])[CH2:62]2)=[O:29])[CH2:10]1 |f:2.3|. Procedure: Following a procedure similar to that described in Preparation 18, but using 1.21 g of (2S,4S)-4-(4-methoxybenzylthio)-1-(4-nitrobenzyloxycarbonyl)-2-pyrrolidinecarboxylic acid, 343 mg of pivaloyl chloride and 1.27 g of (3S)-3-[N-methyl-N-(4-nitrobenzyloxycarbonyl)amino]pyrrolidine trifluoroacetate, 1.21 g of the title compound were obtained as a powder. Reactants: Cl, [H-], CCCCI, [Na+], N#Cc1c2c(c[nH]c1=O)C(=O)CCC2, CN(C)C=O. Product: CCCCn1cc2c(c(C#N)c1=O)CCCC2=O. Reaction SMILES: [ClH:22].[H-:20].[I:15][CH2:16][CH2:17][CH2:18][CH3:19].[Na+:21].[O:1]=[c:2]1[nH:3][cH:4][c:5]2[c:10]([c:11]1[C:12]#[N:13])[CH2:9][CH2:8][CH2:7][C:6]2=[O:14].[O:23]=[CH:24][N:25]([CH3:26])[CH3:27]>>[O:1]=[c:2]1[n:3]([CH2:16][CH2:17][CH2:18][CH3:19])[cH:4][c:5]2[c:10]([c:11]1[C:12]#[N:13])[CH2:9][CH2:8][CH2:7][C:6]2=[O:14]. Reactants: O=C([O-])[O-], C1COCCO1, Cl, [Na+], [Na+], C[Si](C)(C)CCOCn1ccc2cc(N3CCN(c4ccc5ncsc5c4)C3=O)cnc21. Yields the product O=C1N(c2cnc3[nH]ccc3c2)CCN1c1ccc2ncsc2c1. RXN SMILES: [C:33](=[O:34])([O-:35])[O-:36].[CH2:39]1[O:40][CH2:41][CH2:42][O:43][CH2:44]1.[ClH:45].[Na+:37].[Na+:38].[s:1]1[cH:2][n:3][c:4]2[c:5]1[cH:6][c:7]([N:10]1[C:11](=[O:32])[N:12]([c:15]3[cH:16][c:17]4[c:18]([n:19][cH:20]3)[n:21]([CH2:24][O:25][CH2:26][CH2:27][Si:28]([CH3:29])([CH3:30])[CH3:31])[cH:22][cH:23]4)[CH2:13][CH2:14]1)[cH:8][cH:9]2>>[s:1]1[cH:2][n:3][c:4]2[c:5]1[cH:6][c:7]([N:10]1[C:11](=[O:32])[N:12]([c:15]3[cH:16][c:17]4[c:18]([n:19][cH:20]3)[nH:21][cH:22][cH:23]4)[CH2:13][CH2:14]1)[cH:8][cH:9]2. Starting materials: CSC=1C2=C(N=CN1)SC(=C2)I (4-Methylthio-6-iodo-thieno[2,3-d]pyrimidine), CSC=1C2=C(N=CN1)SC(=C2)I (4-Methylthio-6-iodo-thieno[2,3-d]pyrimidine), C(CCC)[Sn](C1=C(N=CN1C)I)(CCCC)CCCC (5-tributylstannyl-4-iodo-1-methyl-1H-imidazole), C(CCC)[Sn](C1=C(N=CN1C)I)(CCCC)CCCC (5-tributylstannyl-4-iodo-1-methyl-1H-imidazole). Reagents/catalysts: C=1C=CC(=CC1)[P](C=2C=CC=CC2)(C=3C=CC=CC3)[Pd]([P](C=4C=CC=CC4)(C=5C=CC=CC5)C=6C=CC=CC6)([P](C=7C=CC=CC7)(C=8C=CC=CC8)C=9C=CC=CC9)[P](C=1C=CC=CC1)(C=1C=CC=CC1)C=1C=CC=CC1 (tetrakis(triphenylphosphine)palladium(0)). The solvent is CN(C)C=O (DMF). Conditions: temperature 100 celsius. The product is IC=1N=CN(C1C1=CC2=C(N=CN=C2SC)S1)C (6-(4-Iodo-1-methyl-1H-imidazol-5-yl)-4-methylthio-thieno[2,3-d]pyrimidine). Isolated yield 67.3%. Reaction SMILES: [CH3:1][S:2][C:3]1[C:4]2[CH:11]=[C:10](I)[S:9][C:5]=2[N:6]=[CH:7][N:8]=1.C([Sn](CCCC)(CCCC)[C:18]1[N:22]([CH3:23])[CH:21]=[N:20][C:19]=1[I:24])CCC>CN(C=O)C.C1C=CC([P]([Pd]([P](C2C=CC=CC=2)(C2C=CC=CC=2)C2C=CC=CC=2)([P](C2C=CC=CC=2)(C2C=CC=CC=2)C2C=CC=CC=2)[P](C2C=CC=CC=2)(C2C=CC=CC=2)C2C=CC=CC=2)(C2C=CC=CC=2)C2C=CC=CC=2)=CC=1>[I:24][C:19]1[N:20]=[CH:21][N:22]([CH3:23])[C:18]=1[C:10]1[S:9][C:5]2[N:6]=[CH:7][N:8]=[C:3]([S:2][CH3:1])[C:4]=2[CH:11]=1 |^1:41,43,62,81|. Procedure: 4-Methylthio-6-iodo-thieno[2,3-d]pyrimidine (Intermediate 91) (949 mg), 5-tributylstannyl-4-iodo-1-methyl-1H-imidazole (Intermediate 92) (2.76 g) and tetrakis(triphenylphosphine)palladium(0) (178 mg) were stirred in anhydrous DMF (50 mL), degassed with nitrogen for 10 min, then heated to 100° C. for 18 hours under an inert atmosphere. The reaction mixture was concentrated in vacuo and the crude product triturated with DCM (20 mL) to afford the title compound as a yellow solid (805 mg, 67%); Reactants: C[Al](C)C (Trimethylaluminium), [Cl-].[NH4+] (ammonium chloride), C(C)OC1=C(C#N)C=C(C=C1)S(=O)(=O)N1CCN(CC1)CC (2-ethoxy-5-(4-ethyl-1-piperazinylsulfonyl)benzonitrile). Solvent: C1(=CC=CC=C1)C (toluene). Yields the product C(C)OC1=C(C(=N)N)C=C(C=C1)S(=O)(=O)N1CCN(CC1)CC (2-ethoxy-5-(4-ethyl-1-piperazinylsulfonyl)benzamidine). The yield is 28.6%. RXN SMILES: C[Al](C)C.[Cl-].[NH4+:6].[CH2:7]([O:9][C:10]1[CH:17]=[CH:16][C:15]([S:18]([N:21]2[CH2:26][CH2:25][N:24]([CH2:27][CH3:28])[CH2:23][CH2:22]2)(=[O:20])=[O:19])=[CH:14][C:11]=1[C:12]#[N:13])[CH3:8]>C1(C)C=CC=CC=1>[CH2:7]([O:9][C:10]1[CH:17]=[CH:16][C:15]([S:18]([N:21]2[CH2:22][CH2:23][N:24]([CH2:27][CH3:28])[CH2:25][CH2:26]2)(=[O:20])=[O:19])=[CH:14][C:11]=1[C:12]([NH2:6])=[NH:13])[CH3:8] |f:1.2|. Procedure details: Trimethylaluminium (10 mL, 2 Molar solution in hexanes) was added dropwise to a slurry of ammonium chloride (1.07 g, 0.02 Mol) in toluene (15 mL) at 0° C. The mixture was stirred without cooling until gas evolution stopped. 2-ethoxy-5-(4-ethyl-1-piperazinylsulfonyl)benzonitrile (the compound of Preparation 7) (3.23 g, 0.01 Mol) was then added and was washed in with toluene (5 mL) before the reaction was stirred at 80° C. for 40 h. After cooling to room temperature silica gel (15 g) and dichlorom... Reactants: C(C)(C)(C)OC(=O)N[C@H]([C@H](C[C@H](CC1=CC=C(C=C1)C=1SC=CN1)NC([C@@H](NC(=O)OC)C(C)(C)C)=O)O[Si](C)(C)C(C)(C)C)CC1=CC=CC=C1 (N1-{(1S,3S,4S)-4-[(tert-butoxycarbonyl)amino]-3-{[tert-butyl(dimethyl)silyl]oxy}-5-phenyl-1-[4-(1,3-thiazol-2-yl)benzyl]pentyl}-N2-(methoxycarbonyl)-3-methyl-L-valinamide), [F-].C(CCC)[N+](CCCC)(CCCC)CCCC (tetrabutyl ammonium fluoride). Solvent: O1CCCC1 (tetrahydrofuran). Conditions: time 18 hour. The product is N[C@H]([C@H](C[C@H](CC1=CC=C(C=C1)C=1SC=CN1)NC([C@@H](NC(=O)OC)C(C)(C)C)=O)O)CC1=CC=CC=C1 (N1-{(1S,3S,4S)-4-amino-3-hydroxy-5-phenyl-1-[4-(1,3-thiazol-2-yl)benzyl]pentyl}-N2-(methoxycarbonyl)-3-methyl-L-valinamide). Yield: 116.0%. Reaction SMILES: C(OC([NH:8][C@@H:9]([CH2:46][C:47]1[CH:52]=[CH:51][CH:50]=[CH:49][CH:48]=1)[C@@H:10]([O:38][Si](C(C)(C)C)(C)C)[CH2:11][C@@H:12]([NH:25][C:26](=[O:37])[C@H:27]([C:33]([CH3:36])([CH3:35])[CH3:34])[NH:28][C:29]([O:31][CH3:32])=[O:30])[CH2:13][C:14]1[CH:19]=[CH:18][C:17]([C:20]2[S:21][CH:22]=[CH:23][N:24]=2)=[CH:16][CH:15]=1)=O)(C)(C)C.[F-].C([N+](CCCC)(CCCC)CCCC)CCC>O1CCCC1>[NH2:8][C@@H:9]([CH2:46][C:47]1[CH:48]=[CH:49][CH:50]=[CH:51][CH:52]=1)[C@@H:10]([OH:38])[CH2:11][C@@H:12]([NH:25][C:26](=[O:37])[C@H:27]([C:33]([CH3:36])([CH3:35])[CH3:34])[NH:28][C:29]([O:31][CH3:32])=[O:30])[CH2:13][C:14]1[CH:19]=[CH:18][C:17]([C:20]2[S:21][CH:22]=[CH:23][N:24]=2)=[CH:16][CH:15]=1 |f:1.2|. Procedure: To the product from Example 146B (0.042 g, 0.056 mmol) was added tetrabutyl ammonium fluoride solution in tetrahydrofuran (0.28 mL, 1N) and the mixture was stirred at room temperature for 18 hours. The tetrahydrofuran was evaporated and the mixture was partitioned between ethyl acetate and water. The organic was washed with brine, dried over MgSO4, filtered and evaporated. The residue was dissolved in dichloromethane (0.40 mL) and trifluoroacetic acid (0.20 mL) was added and the mixture was stir... As a reaction SMILES: [Cl-].[Al+3].[Cl-].[Cl-].[Br:5][C:6]1[CH:11]=[CH:10][CH:9]=[CH:8][C:7]=1[CH2:12][CH:13]([CH2:17][CH:18]([CH3:20])[CH3:19])[C:14](Cl)=[O:15]>C(=S)=S>[Br:5][C:6]1[CH:11]=[CH:10][CH:9]=[C:8]2[C:7]=1[CH2:12][CH:13]([CH2:17][CH:18]([CH3:20])[CH3:19])[C:14]2=[O:15] |f:0.1.2.3|. Solvent: C(=S)=S (carbon disulfide), C(=S)=S (carbon disulfide). Reactants: BrC1=C(C=CC=C1)CC(C(=O)Cl)CC(C)C (3-(2-bromophenyl)-2-i-butylpropionic acid chloride), [Cl-].[Al+3].[Cl-].[Cl-] (aluminum chloride). Reaction conditions: time 1 hour. The yield is 105.6%. Product: BrC1=C2CC(C(C2=CC=C1)=O)CC(C)C (4-bromo-2-i-butyl-1-indanone). Procedure: A 500-ml four-necked round flask equipped with a stirrer, a Dimroth condenser, a dropping funnel, a thermometer and a NaOH trap was charged with 20.33 g (152.5 mmol) of anhydrous aluminum chloride and 70 ml of carbon disulfide. To the mixture was added dropwise a solution containing 40.2 g (132.6 mmol) of the above-obtained 3-(2-bromophenyl)-2-i-butylpropionic acid chloride dissolved in 50 ml of carbon disulfide under a nitrogen atmosphere while cooling with ice bath. After the addition was comp... Starting materials: Nc1c(Nc2cccnc2)c(=O)c1=O, CN(C)C=O, O, Cc1ccc(C(=O)NC(n2nnc3ccccc32)C(C)(C)C)cc1. The product is Cc1ccc(C(=O)NC(Nc2c(Nc3cccnc3)c(=O)c2=O)C(C)(C)C)cc1. As a reaction SMILES: [NH2:1][c:2]1[c:3](=[O:14])[c:4](=[O:13])[c:5]1[NH:6][c:7]1[cH:8][n:9][cH:10][cH:11][cH:12]1.[O:39]=[CH:40][N:41]([CH3:42])[CH3:43].[OH2:44].[n:15]1([CH:24]([C:25]([CH3:26])([CH3:27])[CH3:28])[NH:29][C:30]([c:31]2[cH:32][cH:33][c:34]([CH3:37])[cH:35][cH:36]2)=[O:38])[c:16]2[cH:17][cH:18][cH:19][cH:20][c:21]2[n:22][n:23]1>>[NH:1]([c:2]1[c:3](=[O:14])[c:4](=[O:13])[c:5]1[NH:6][c:7]1[cH:8][n:9][cH:10][cH:11][cH:12]1)[CH:24]([C:25]([CH3:26])([CH3:27])[CH3:28])[NH:29][C:30]([c:31]1[cH:32][cH:33][c:34]([CH3:37])[cH:35][cH:36]1)=[O:38]. Reactants: Cc1cc(O)cc(C)c1Br, CC(C)(C)[Si](C)(C)Cl, CN(C)C=O, CCOC(C)=O, c1c[nH]cn1. Yields the product Cc1cc(O[Si](C)(C)C(C)(C)C)cc(C)c1Br. As a reaction SMILES: [Br:1][c:2]1[c:3]([CH3:10])[cH:4][c:5]([OH:9])[cH:6][c:7]1[CH3:8].[C:16]([CH3:17])([CH3:18])([CH3:19])[Si:20]([Cl:21])([CH3:22])[CH3:23].[CH3:24][N:25]([CH3:26])[CH:27]=[O:28].[CH3:29][CH2:30][O:31][C:32](=[O:33])[CH3:34].[nH:11]1[cH:12][cH:13][n:14][cH:15]1>>[Br:1][c:2]1[c:3]([CH3:10])[cH:4][c:5]([O:9][Si:20]([C:16]([CH3:17])([CH3:18])[CH3:19])([CH3:22])[CH3:23])[cH:6][c:7]1[CH3:8].